Dataset: the Open Reaction Database (ORD), a public repository of structured organic reaction records. Task: describe an organic reaction: reactants, conditions, products, and yield Reactants: CC1(C(CC(CC1)=O)=O)C (4,4-dimethylcyclohexane-1,3-dione), COC(N(C)C)OC (1,1-dimethoxy-N,N-dimethylmethanamine). Yields the product CN(C)C=C1C(CCC(C1=O)(C)C)=O (2-((dimethylamino)methylene)-4,4-dimethylcyclohexane-1,3-dione). Isolated yield 95.5%. As a reaction SMILES: [CH3:1][C:2]1([CH3:10])[CH2:7][CH2:6][C:5](=[O:8])[CH2:4][C:3]1=[O:9].CO[CH:13](OC)[N:14]([CH3:16])[CH3:15]>>[CH3:13][N:14]([CH:16]=[C:4]1[C:3](=[O:9])[C:2]([CH3:10])([CH3:1])[CH2:7][CH2:6][C:5]1=[O:8])[CH3:15]. Reported procedure: According to Scheme 2 Step 1: A solution of 4,4-dimethylcyclohexane-1,3-dione (157 mmol, 22 g) and of 1,1-dimethoxy-N,N-dimethylmethanamine (235 mmol, 31.3 mL) was stirred at room temperature for 1 hour. After evaporation and trituration in petroleum ether, 29.2 g (150 mmol, 95%) of 2-((dimethylamino)methylene)-4,4-dimethylcyclohexane-1,3-dione were obtained as a pale orange solid. Starting materials: Brc1ccccn1, CCCCCC, CO, [Li]CCCC, C1CCOC1, O, N#CC1(c2ccc(-c3ccccc3)cc2)CCC1. Yields the product N=C(c1ccccn1)C1(c2ccc(-c3ccccc3)cc2)CCC1. Reaction SMILES: [Br:1][c:2]1[cH:3][cH:4][cH:5][cH:6][n:7]1.[CH3:36][CH2:37][CH2:38][CH2:39][CH2:40][CH3:41].[CH3:43][OH:44].[Li:8][CH2:9][CH2:10][CH2:11][CH3:12].[O:31]1[CH2:32][CH2:33][CH2:34][CH2:35]1.[OH2:42].[c:13]1(-[c:25]2[cH:26][cH:27][cH:28][cH:29][cH:30]2)[cH:14][cH:15][c:16]([C:19]2([C:23]#[N:24])[CH2:20][CH2:21][CH2:22]2)[cH:17][cH:18]1>>[c:2]1([C:23]([C:19]2([c:16]3[cH:15][cH:14][c:13](-[c:25]4[cH:26][cH:27][cH:28][cH:29][cH:30]4)[cH:18][cH:17]3)[CH2:20][CH2:21][CH2:22]2)=[NH:24])[cH:3][cH:4][cH:5][cH:6][n:7]1. Starting materials: resin, N([C@H]([C@@H](O)C)C(=O)O)C(=O)OCC1C2=CC=CC=C2C2=CC=CC=C12 (N-Fmoc-D-Thr(OH)), N1=CC=C(C2=CC=CC=C12)C=O (4-quinolinecarboxaldehyde), FC(S(=O)(=O)C1=CC=C(N)C=C1)(F)F (4-(trifluoromethanesulfonyl)aniline). Reported procedure: The compound is prepared from 0.05 mmol of resin, 0.15 mmol of N-Fmoc-D-Thr(OH), 0.25 mmol of 4-quinolinecarboxaldehyde and 0.125 mmol of 4-(trifluoromethanesulfonyl)aniline, in the same way as in Example 1. After purification by preparative LC-MS, 3.4 mg of expected product are obtained. The product is FC(C(=O)O)(F)F.OC(C)[C@@H]1C(N(C(N1CC1=CC=NC2=CC=CC=C12)=O)C1=CC=C(C=C1)S(=O)(=O)C(F)(F)F)=O ((R)-5-(1-hydroxyethyl)-1-quinol-4-ylmethyl-3-(4-trifluoromethanesulfonylphenyl)imidazolidine-2,4-dione trifluoroacetate). As a reaction SMILES: [NH:1]([C:9](OCC1C2C(=CC=CC=2)C2C1=CC=CC=2)=[O:10])[C@@H:2]([C:6]([OH:8])=[O:7])[C@H:3]([CH3:5])[OH:4].[N:26]1[C:35]2[C:30](=[CH:31][CH:32]=[CH:33][CH:34]=2)[C:29]([CH:36]=O)=[CH:28][CH:27]=1.[F:38][C:39]([F:51])([F:50])[S:40]([C:43]1[CH:49]=[CH:48][C:46]([NH2:47])=[CH:45][CH:44]=1)(=[O:42])=[O:41]>>[F:38][C:39]([F:51])([F:50])[C:6]([OH:8])=[O:7].[OH:4][CH:3]([C@H:2]1[N:1]([CH2:36][C:29]2[C:30]3[C:35](=[CH:34][CH:33]=[CH:32][CH:31]=3)[N:26]=[CH:27][CH:28]=2)[C:9](=[O:10])[N:47]([C:46]2[CH:48]=[CH:49][C:43]([S:40]([C:39]([F:50])([F:38])[F:51])(=[O:41])=[O:42])=[CH:44][CH:45]=2)[C:6]1=[O:7])[CH3:5] |f:3.4|. The reactants are N1C=C(C=2C1=NC=CC2)C=C2C(C(=C(O2)NC2=CC=C(C=C2)C(C)C)C(=O)OCC)=O (Ethyl 5-[(1H-pyrrolo[2,3-b]pyridin-3-yl)methylene]-2-[(4-isopropylphenyl)amino]-4-oxo-4,5-dihydrofuran-3-carboxylate). Solvent: CN(C=O)C (N,N-dimethylformamide). The product is N1C=C(C=2C1=NC=CC2)C=C2OC(=CC2=O)NC2=CC=C(C=C2)C(C)C (2-[(1H-pyrrolo[2,3-b]pyridin-3-yl)methylene]-5-[(4-isopropylphenyl)amino]furan-3(2H)-one). As a reaction SMILES: [NH:1]1[C:5]2=[N:6][CH:7]=[CH:8][CH:9]=[C:4]2[C:3]([CH:10]=[C:11]2[O:15][C:14]([NH:16][C:17]3[CH:22]=[CH:21][C:20]([CH:23]([CH3:25])[CH3:24])=[CH:19][CH:18]=3)=[C:13](C(OCC)=O)[C:12]2=[O:31])=[CH:2]1>CN(C)C=O>[NH:1]1[C:5]2=[N:6][CH:7]=[CH:8][CH:9]=[C:4]2[C:3]([CH:10]=[C:11]2[C:12](=[O:31])[CH:13]=[C:14]([NH:16][C:17]3[CH:18]=[CH:19][C:20]([CH:23]([CH3:25])[CH3:24])=[CH:21][CH:22]=3)[O:15]2)=[CH:2]1. Procedure details: A solution of the compound (0.12 g, 0.29 mmol) of Example 37 in N,N-dimethylformamide (3.0 mL) was refluxed for 6 h. Cooled to ambient temperature, the reaction mixture was purified by preparative HPLC to afford 2-[(1H-pyrrolo[2,3-b]pyridin-3-yl)methylene]-5-[(4-isopropylphenyl)amino]furan-3(2H)-one as solid (0.0050 g, y. 5%). The reactants are aqueous solution, [OH-].[Na+] (sodium hydroxide), C(C(C)C)C=1C=C(C=CC1)C(C)OC=1C=C(C(=O)OC)C=CC1 (methyl 3-[1-(3-isobutylphenyl)ethoxy]benzoate), CCOCC (ether), Cl (hydrochloric acid). The solvent is O1CCOCC1 (1.4-dioxane), CO (methanol). Run at temperature 25 celsius, time 18 hour. Product: C(C(C)C)C=1C=C(C=CC1)C(C)OC=1C=C(C(=O)O)C=CC1 (3-[1-[3-isobutylphenyl)ethoxy]benzoic acid). Yield: 89.7%. Reaction SMILES: [OH-].[Na+].[CH2:3]([C:7]1[CH:8]=[C:9]([CH:13]([O:15][C:16]2[CH:17]=[C:18]([CH:23]=[CH:24][CH:25]=2)[C:19]([O:21]C)=[O:20])[CH3:14])[CH:10]=[CH:11][CH:12]=1)[CH:4]([CH3:6])[CH3:5].CCOCC.Cl>O1CCOCC1.CO>[CH2:3]([C:7]1[CH:8]=[C:9]([CH:13]([O:15][C:16]2[CH:17]=[C:18]([CH:23]=[CH:24][CH:25]=2)[C:19]([OH:21])=[O:20])[CH3:14])[CH:10]=[CH:11][CH:12]=1)[CH:4]([CH3:6])[CH3:5] |f:0.1|. Procedure details: 1N aqueous solution of sodium hydroxide (6 ml) was added to a solution of methyl 3-[1-(3-isobutylphenyl)ethoxy]benzoate (1.40 g) in a mixture of 1.4-dioxane (12 ml) and methanol (6 ml). The reaction mixture was stirred at 25° C. for 18 hours,and then poured into a mixture of ether and 1N hydrochloric acid. The organic layer was separated, washed with water and brine, dried over magnesium sulfate, and evaporated. The crystalline residue was washed with hexane to give 3-[1-[3-isobutylphenyl)ethoxy... Reactants: C[Si](C)(C)[N-][Si](C)(C)C.[Li+] (lithium bis(trimethylsilyl)amide), C(C)OC[C@@H](C(=O)NC1=NC=C(C=C1)C)O ((S)-3-ethoxy-2-hydroxy-N-(5-methylpyridin-2-yl)propanamide), ClC1=C2C(=NC=N1)N(N=C2)C2=NC=CC=C2Cl (4-Chloro-1-(3-chloropyridin-2-yl)-1H-pyrazolo[3,4-d]pyrimidine), ClC1=C2C(=NC=N1)N(N=C2)C2=NC=CC=C2Cl (4-Chloro-1-(3-chloropyridin-2-yl)-1H-pyrazolo[3,4-d]pyrimidine). The solvent is CCOC(=O)C (EtOAc), C1CCOC1 (THF), C1CCOC1 (THF). Conditions: time 10 minute. Yields the product ClC=1C(=NC=CC1)N1N=CC=2C(=NC=NC21)O[C@H](C(=O)NC2=NC=C(C=C2)C)COCC ((2S)-2-[1-(3-chloropyridin-2-yl)pyrazolo[4,5-e]pyrimidin-4-yl]oxy-3-ethoxy-N-(5-methylpyridin-2-yl)propanamide). The yield is 62.9%. As a reaction SMILES: C[Si]([N-][Si](C)(C)C)(C)C.[Li+].[CH2:11]([O:13][CH2:14][C@H:15]([OH:26])[C:16]([NH:18][C:19]1[CH:24]=[CH:23][C:22]([CH3:25])=[CH:21][N:20]=1)=[O:17])[CH3:12].Cl[C:28]1[N:33]=[CH:32][N:31]=[C:30]2[N:34]([C:37]3[C:42]([Cl:43])=[CH:41][CH:40]=[CH:39][N:38]=3)[N:35]=[CH:36][C:29]=12>C1COCC1.CCOC(C)=O>[Cl:43][C:42]1[C:37]([N:34]2[C:30]3[N:31]=[CH:32][N:33]=[C:28]([O:26][C@@H:15]([CH2:14][O:13][CH2:11][CH3:12])[C:16]([NH:18][C:19]4[CH:24]=[CH:23][C:22]([CH3:25])=[CH:21][N:20]=4)=[O:17])[C:29]=3[CH:36]=[N:35]2)=[N:38][CH:39]=[CH:40][CH:41]=1 |f:0.1|. Reported procedure: A solution of lithium bis(trimethylsilyl)amide (3.26 mL, 3.26 mmol) was added dropwise to a stirred solution of (S)-3-ethoxy-2-hydroxy-N-(5-methylpyridin-2-yl)propanamide (Intermediate G1) (730 mg, 3.26 mmol) in anhydrous THF (15 mL) over a period of 3 minutes under nitrogen. The resulting suspension was stirred at ambient temperature for 10 minutes and then a solution of 4-chloro-1-(3-chloropyridin-2-yl)-1H-pyrazolo[3,4-d]pyrimidine (Intermediate B15) (866 mg, 3.26 mmol) in dry THF (3 mL) added... Reactants: CC(C)COC(=O)c1ccc(Cc2ccccc2OCCN2CCC(n3c(CO)nc4ccccc43)CC2)cc1, CO, Cl, [Na+], [OH-]. The product is O=C(O)c1ccc(Cc2ccccc2OCCN2CCC(n3c(CO)nc4ccccc43)CC2)cc1. As a reaction SMILES: [CH2:1]([CH:2]([CH3:3])[CH3:4])[O:5][C:6](=[O:7])[c:8]1[cH:9][cH:10][c:11]([CH2:12][c:13]2[c:14]([O:15][CH2:16][CH2:17][N:18]3[CH2:19][CH2:20][CH:21]([n:24]4[c:25]([CH2:33][OH:34])[n:26][c:27]5[c:28]4[cH:29][cH:30][cH:31][cH:32]5)[CH2:22][CH2:23]3)[cH:35][cH:36][cH:37][cH:38]2)[cH:39][cH:40]1.[CH3:44][OH:45].[ClH:43].[Na+:42].[OH-:41]>>[O:5]=[C:6]([OH:7])[c:8]1[cH:9][cH:10][c:11]([CH2:12][c:13]2[c:14]([O:15][CH2:16][CH2:17][N:18]3[CH2:19][CH2:20][CH:21]([n:24]4[c:25]([CH2:33][OH:34])[n:26][c:27]5[c:28]4[cH:29][cH:30][cH:31][cH:32]5)[CH2:22][CH2:23]3)[cH:35][cH:36][cH:37][cH:38]2)[cH:39][cH:40]1. The reactants are COc1ccc2c(c1)C(=O)C(=O)C1=C2OC2(CCNCC2)CS1, Clc1ccc(OCC2CO2)cc1. The product is COc1ccc2c(c1)C(=O)C(=O)C1=C2OC2(CCN(CC(O)COc3ccc(Cl)cc3)CC2)CS1. As a reaction SMILES: [CH3:1][O:2][c:3]1[cH:4][c:5]2[c:19]([cH:20][cH:21]1)[C:9]1=[C:8]([C:7](=[O:22])[C:6]2=[O:23])[S:13][CH2:12][C:11]2([O:10]1)[CH2:14][CH2:15][NH:16][CH2:17][CH2:18]2.[Cl:24][c:25]1[cH:26][cH:27][c:28]([O:29][CH2:30][CH:31]2[O:32][CH2:33]2)[cH:34][cH:35]1>>[CH3:1][O:2][c:3]1[cH:4][c:5]2[c:19]([cH:20][cH:21]1)[C:9]1=[C:8]([C:7](=[O:22])[C:6]2=[O:23])[S:13][CH2:12][C:11]2([O:10]1)[CH2:14][CH2:15][N:16]([CH2:33][CH:31]([CH2:30][O:29][c:28]1[cH:27][cH:26][c:25]([Cl:24])[cH:35][cH:34]1)[OH:32])[CH2:17][CH2:18]2. Reactants: CON(C(C=C)=O)C (N-Methoxy-N-methyl-acrylamide), C(C)(C)(C)N (t-butylamine). Run at time 48 hour. Product: C(C)(C)(C)NCCC(=O)N(C)OC (3-(t-Butyl-amino)-N-methoxy-N-methyl-propanamide). The yield is 69.8%. Reaction SMILES: [CH3:1][O:2][N:3]([CH3:8])[C:4](=[O:7])[CH:5]=[CH2:6].[C:9]([NH2:13])([CH3:12])([CH3:11])[CH3:10]>>[C:9]([NH:13][CH2:6][CH2:5][C:4]([N:3]([O:2][CH3:1])[CH3:8])=[O:7])([CH3:12])([CH3:11])[CH3:10]. Procedure: N-Methoxy-N-methyl-acrylamide (5 g, 43.4 mmol, 1.0 equiv) was dissolved in t-butylamine (3.36 g, 46 mmol, 1.06 equiv). The resulting solution was stirred at room temperature for 48 h. The excess primary amine was removed in vacuo and the crude product was purified by flash chromatography on silica using 100% CH2Cl2 to 2% MeOH in CH2Cl2 to give the desired product as a light yellow oil (5.7 g, 70%); MS, m/z 189=M+1.